Dataset: the Open Reaction Database (ORD), a public repository of structured organic reaction records. Task: describe an organic reaction: reactants, conditions, products, and yield Reactants: CC(=O)Nc1nc(C)c(-c2cccs2)s1, [Cl-], O=S(=O)(O)Cl, ClP(Cl)(Cl)(Cl)Cl, ClCCl, O=[P+]. Yields the product CC(=O)Nc1nc(C)c(-c2ccc(S(=O)(=O)Cl)s2)s1. Reaction SMILES: [CH3:1][c:2]1[n:3][c:4]([NH:12][C:13]([CH3:14])=[O:15])[s:5][c:6]1-[c:7]1[s:8][cH:9][cH:10][cH:11]1.[Cl-:27].[Cl:16][S:17](=[O:18])(=[O:19])[OH:20].[Cl:21][P:22]([Cl:23])([Cl:24])([Cl:25])[Cl:26].[Cl:30][CH2:31][Cl:32].[P+:28]=[O:29]>>[CH3:1][c:2]1[n:3][c:4]([NH:12][C:13]([CH3:14])=[O:15])[s:5][c:6]1-[c:7]1[s:8][c:9]([S:17]([Cl:16])(=[O:18])=[O:19])[cH:10][cH:11]1. Reactants: C1(CC1)S(=O)(=O)C1=CC=C(C=C1)C(C(=O)NC=1SC(=CN1)OC=1C=C(C(=O)OCC)C=CC1)OC1CCOCC1 (Ethyl 3-[2-[[2-(4-cyclopropylsulfonylphenyl)-2-tetrahydropyran-4-yloxy-acetyl]amino]thiazol-5-yl]oxybenzoate), CO (Methanol), [Li+].[OH-] (LiOH). Run in C1CCOC1 (THF). Reaction conditions: time 15 minute. Yields the product C1(CC1)S(=O)(=O)C1=CC=C(C=C1)C(C(=O)NC=1SC(=CN1)OC=1C=C(C(=O)O)C=CC1)OC1CCOCC1 (3-[2-[[2-(4-Cyclopropylsulfonylphenyl)-2-tetrahydropyran-4-yloxy-acetyl]amino]thiazol-5-yl]oxybenzoic acid). RXN SMILES: [CH:1]1([S:4]([C:7]2[CH:12]=[CH:11][C:10]([CH:13]([O:34][CH:35]3[CH2:40][CH2:39][O:38][CH2:37][CH2:36]3)[C:14]([NH:16][C:17]3[S:18][C:19]([O:22][C:23]4[CH:24]=[C:25]([CH:31]=[CH:32][CH:33]=4)[C:26]([O:28]CC)=[O:27])=[CH:20][N:21]=3)=[O:15])=[CH:9][CH:8]=2)(=[O:6])=[O:5])[CH2:3][CH2:2]1.CO.[Li+].[OH-]>C1COCC1>[CH:1]1([S:4]([C:7]2[CH:12]=[CH:11][C:10]([CH:13]([O:34][CH:35]3[CH2:40][CH2:39][O:38][CH2:37][CH2:36]3)[C:14]([NH:16][C:17]3[S:18][C:19]([O:22][C:23]4[CH:24]=[C:25]([CH:31]=[CH:32][CH:33]=4)[C:26]([OH:28])=[O:27])=[CH:20][N:21]=3)=[O:15])=[CH:9][CH:8]=2)(=[O:6])=[O:5])[CH2:3][CH2:2]1 |f:2.3|. Reported procedure: Ethyl3-[2-[[2-(4-cyclopropylsulfonylphenyl)-2-tetrahydropyran-4-yloxy-acetyl]amino]thiazol-5-yl]oxybenzoate (Example A2; 16 g, 27 mmol) was taken in THF (200 mL) and Methanol (100 mL) in a 1 L single necked round bottom flask at 20-25° C. To it was added solution of LiOH (11.44 g in 200 mL water, 272 mmol) slowly under vigorous stirring for 15 minutes and further continued to stir for 16 hours. Completion of reaction was confirmed by TLC. Organic solvent was removed under reduced pressure. The o... Reactants: CCO, CN(C)C=O, COc1cc(C(C)=O)ccc1OCCCCl, Cl, Fc1ccc2c(C3CCNCC3)noc2c1, [K+], [K+], O=C([O-])[O-], O. Yields the product COc1cc(C(C)=O)ccc1OCCCN1CCC(c2noc3cc(F)ccc23)CC1. Reaction SMILES: [CH2:45]([OH:46])[CH3:47].[CH3:40][N:41]([CH3:42])[CH:43]=[O:44].[Cl:24][CH2:25][CH2:26][CH2:27][O:28][c:29]1[c:30]([O:38][CH3:39])[cH:31][c:32]([C:35]([CH3:36])=[O:37])[cH:33][cH:34]1.[ClH:1].[F:2][c:3]1[cH:4][c:5]2[c:6]([c:7]([CH:10]3[CH2:11][CH2:12][NH:13][CH2:14][CH2:15]3)[n:8][o:9]2)[cH:16][cH:17]1.[K+:18].[K+:19].[O-:20][C:21]([O-:22])=[O:23].[OH2:48]>>[F:2][c:3]1[cH:4][c:5]2[c:6]([c:7]([CH:10]3[CH2:11][CH2:12][N:13]([CH2:25][CH2:26][CH2:27][O:28][c:29]4[c:30]([O:38][CH3:39])[cH:31][c:32]([C:35]([CH3:36])=[O:37])[cH:33][cH:34]4)[CH2:14][CH2:15]3)[n:8][o:9]2)[cH:16][cH:17]1. Starting materials: O=C([O-])[O-], CI, CO, CC(C)=O, ClCCl, [Cs+], [Cs+], COc1cc(C2C=c3ccc(=O)oc3=C3OC(N)N(C#N)C32)cc(Br)c1OC. The product is COc1cc(C2C=c3cc(C)c(=O)oc3=C3OC(N)N(C#N)C32)cc(Br)c1OC. Reaction SMILES: [C:29](=[O:30])([O-:31])[O-:32].[CH3:35][I:36].[CH3:37][OH:38].[CH3:39][C:40](=[O:41])[CH3:42].[Cl:43][CH2:44][Cl:45].[Cs+:33].[Cs+:34].[NH2:1][CH:2]1[O:3][C:4]2=[c:13]3[c:8]([cH:9][cH:10][c:11](=[O:14])[o:12]3)=[CH:7][CH:6]([c:15]3[cH:16][c:17]([Br:25])[c:18]([O:23][CH3:24])[c:19]([O:21][CH3:22])[cH:20]3)[CH:5]2[N:26]1[C:27]#[N:28]>>[NH2:1][CH:2]1[O:3][C:4]2=[c:13]3[c:8]([cH:9][c:10]([CH3:29])[c:11](=[O:14])[o:12]3)=[CH:7][CH:6]([c:15]3[cH:16][c:17]([Br:25])[c:18]([O:23][CH3:24])[c:19]([O:21][CH3:22])[cH:20]3)[CH:5]2[N:26]1[C:27]#[N:28]. Starting materials: CNc1cc2c(cc1F)C(=O)N(Cc1ccc(OC)cc1)CO2, O=C(O)C(F)(F)F. Yields the product CNc1cc2c(cc1F)C(=O)NCO2. As a reaction SMILES: [CH3:1][O:2][c:3]1[cH:4][cH:5][c:6]([CH2:7][N:8]2[CH2:9][O:10][c:11]3[c:12]([cH:15][c:16]([F:21])[c:17]([NH:19][CH3:20])[cH:18]3)[C:13]2=[O:14])[cH:22][cH:23]1.[OH:24][C:25]([C:26]([F:27])([F:28])[F:29])=[O:30]>>[NH:8]1[CH2:9][O:10][c:11]2[c:12]([cH:15][c:16]([F:21])[c:17]([NH:19][CH3:20])[cH:18]2)[C:13]1=[O:14]. Starting materials: [H][H] (hydrogen), C(C)OC(CN(CCOC)C([C@@H](N(S(=O)(=O)C1=CC2=CC(=C(C=C2C=C1)OC)OC)[N+](=O)[O-])CCCNC(N)=N)=O)=O (nitro-N2 -(6, 7-dimethoxy-2-naphthylsulfonyl)-L-arginyl-N-(2-methoxyethyl)glycine ethyl ester), C(C)(=O)O (acetic acid). The reagents and catalysts are [Pd] (palladium-black). The solvent is C(C)O (ethanol). The product is N#N.C(C)OC(CN(CCOC)C([C@@H](NS(=O)(=O)C1=CC2=CC(=C(C=C2C=C1)OC)OC)CCCNC(N)=N)=O)=O (N2 (6, 7-dimethoxy-2-naphthylsulfonyl)-L-arginyl-N-(2-methoxyethyl)glycine ethyl ester). Isolated yield 91.0%. Reaction SMILES: [CH2:1]([O:3][C:4](=[O:42])[CH2:5][N:6]([C:11](=[O:41])[C@H:12]([CH2:34][CH2:35][CH2:36][NH:37][C:38](=[NH:40])[NH2:39])[N:13]([N+:31]([O-])=O)[S:14]([C:17]1[CH:26]=[CH:25][C:24]2[C:19](=[CH:20][C:21]([O:29][CH3:30])=[C:22]([O:27][CH3:28])[CH:23]=2)[CH:18]=1)(=[O:16])=[O:15])[CH2:7][CH2:8][O:9][CH3:10])[CH3:2].C(O)(=O)C.[H][H]>C(O)C.[Pd]>[N:13]#[N:31].[CH2:1]([O:3][C:4](=[O:42])[CH2:5][N:6]([C:11](=[O:41])[C@H:12]([CH2:34][CH2:35][CH2:36][NH:37][C:38](=[NH:39])[NH2:40])[NH:13][S:14]([C:17]1[CH:26]=[CH:25][C:24]2[C:19](=[CH:20][C:21]([O:29][CH3:30])=[C:22]([O:27][CH3:28])[CH:23]=2)[CH:18]=1)(=[O:16])=[O:15])[CH2:7][CH2:8][O:9][CH3:10])[CH3:2] |f:5.6|. Reported procedure: To a solution of 3.00 g of NG -nitro-N2 -(6, 7-dimethoxy-2-naphthylsulfonyl)-L-arginyl-N-(2-methoxyethyl)glycine ethyl ester in 50 ml of ethanol and 0.5 ml of acetic acid was added 0.5 g of palladium-black and then the mixture was shaken in a hydrogen atmosphere for 100 hours at room temperature. At the end of this period, the ethanol solution was filtered to remove the catalyst and evaporated to give an oily product. Reprecipitation with ethanol-diethyl ether gave 2.53 g (91%) of N2 -(6, 7-dime...